From a dataset of the Open Reaction Database (ORD), a public repository of structured organic reaction records. describe an organic reaction: reactants, conditions, products, and yield The reactants are CCOC(=O)C (EtOAc), ClCC1=CC=C(C=C1)OC (1-(Chloromethyl)-4-methoxybenzene), C1(CC1)C=1C(=C2C(=NC1)NN=C2I)N2CCN(CC2)C(=O)OC(C)(C)C (tert-butyl 4-(5-cyclopropyl-3-iodo-1H-pyrazolo[3,4-b]pyridin-4-yl)piperazine-1-carboxylate), C([O-])([O-])=O.[K+].[K+] (potassium carbonate). The solvent is O (water), CN(C)C=O (DMF). Reaction conditions: time 2 hour. Product: C1(CC1)C=1C(=C2C(=NC1)N(N=C2I)CC2=CC=C(C=C2)OC)N2CCN(CC2)C(=O)OC(C)(C)C (tert-butyl 4-(5-cyclopropyl-3-iodo-1-(4-methoxybenzyl)-1H-pyrazolo[3,4-b]pyridin-4-yl)piperazine-1-carboxylate). Isolated yield 57.3%. As a reaction SMILES: Cl[CH2:2][C:3]1[CH:8]=[CH:7][C:6]([O:9][CH3:10])=[CH:5][CH:4]=1.[CH:11]1([C:14]2[C:15]([N:24]3[CH2:29][CH2:28][N:27]([C:30]([O:32][C:33]([CH3:36])([CH3:35])[CH3:34])=[O:31])[CH2:26][CH2:25]3)=[C:16]3[C:22]([I:23])=[N:21][NH:20][C:17]3=[N:18][CH:19]=2)[CH2:13][CH2:12]1.C(=O)([O-])[O-].[K+].[K+].CCOC(C)=O>CN(C=O)C.O>[CH:11]1([C:14]2[C:15]([N:24]3[CH2:29][CH2:28][N:27]([C:30]([O:32][C:33]([CH3:36])([CH3:35])[CH3:34])=[O:31])[CH2:26][CH2:25]3)=[C:16]3[C:22]([I:23])=[N:21][N:20]([CH2:2][C:3]4[CH:8]=[CH:7][C:6]([O:9][CH3:10])=[CH:5][CH:4]=4)[C:17]3=[N:18][CH:19]=2)[CH2:12][CH2:13]1 |f:2.3.4|. Reported procedure: 1-(Chloromethyl)-4-methoxybenzene (0.734 g, 4.69 mmol) was slowly added to a stirring mixture of tert-butyl 4-(5-cyclopropyl-3-iodo-1H-pyrazolo[3,4-b]pyridin-4-yl)piperazine-1-carboxylate (2.00 g, 4.26 mmol) and potassium carbonate (0.883 g, 6.39 mmol) in DMF (30 mL) at room temperature, and the reaction was then stirred for 2 hours. EtOAc (200 mL) and water (100 mL) were added to the mixture, and the phases were separated. The organic suspension was washed with water (3×50 mL), dried (MgSO4), f...